This data is from the Open Reaction Database (ORD), a public repository of structured organic reaction records. The task is: describe an organic reaction: reactants, conditions, products, and yield Reactants: COC=1C=C(C=CC1)CC#N (3-methoxyphenylacetonitrile), CI (methyl iodide), C(C)I (ethyl iodide). Product: COC=1C=C(C=CC1)C(C#N)(CC)C (2-(3-methoxyphenyl)-2-methylbutyronitrile). The yield is 8.0%. As a reaction SMILES: [CH3:1][O:2][C:3]1[CH:4]=[C:5]([CH2:9][C:10]#[N:11])[CH:6]=[CH:7][CH:8]=1.[CH3:12]I.[CH2:14](I)[CH3:15]>>[CH3:1][O:2][C:3]1[CH:4]=[C:5]([C:9]([CH3:12])([CH2:14][CH3:15])[C:10]#[N:11])[CH:6]=[CH:7][CH:8]=1. Reported procedure: The procedures described in the portion of Example 1 which is concerned with the preparation of starting materials were repeated except that 3-methoxyphenylacetonitrile was alkylated in turn with methyl iodide and ethyl iodide. The 2-(3-methoxyphenyl)-2-methylbutyronitrile so obtained was treated with boron tribromide to give the required starting material in an overall yield of 8% as a gum. Reactants: BrC(C(=O)OCC)C (ethyl 2-bromopropionate), resultant mixture, C([O-])([O-])=O.[Cs+].[Cs+] (Cesium carbonate), C1(=CC=CC=C1O)C (2-cresol). The solvent is CN(C)C=O (DMF), C(C)OCC (diethyl ether). Conditions: temperature 90 celsius, time 5 minute. The product is C(C)OC(C(C)OC1=C(C=CC=C1)C)=O (2-o-Tolyloxy-propionic acid ethyl ester). The yield is 102.3%. RXN SMILES: C(=O)([O-])[O-].[Cs+].[Cs+].[C:7]1([CH3:14])[C:12]([OH:13])=[CH:11][CH:10]=[CH:9][CH:8]=1.Br[CH:16]([CH3:22])[C:17]([O:19][CH2:20][CH3:21])=[O:18]>CN(C=O)C.C(OCC)C>[CH2:20]([O:19][C:17](=[O:18])[CH:16]([O:13][C:12]1[CH:11]=[CH:10][CH:9]=[CH:8][C:7]=1[CH3:14])[CH3:22])[CH3:21] |f:0.1.2|. Procedure: Cesium carbonate (53.86 g, 165.3 mmol) was added to a solution of 2-cresol (10.0 g, 92.5 mmol) in anhydrous DMF (500 mL) at room temperature under an atmosphere of nitrogen. After five minutes, ethyl 2-bromopropionate (16.7 mL, 92.5 mmol, d=1.394) was added rapidly dropwise and the resultant mixture was allowed to stir at 90° C. for 18 h. The reaction mixture was diluted with diethyl ether, then extracted twice with 1N HCl and twice with water. The organic layer was dried over MgSO4 and concentr... Reactants: CC=1C=C2C(=C(C=NC2=CC1)[N+](=O)[O-])O (6-methyl-3-nitroquinolin-4-ol). Reagents/catalysts: [Pt] (platinum on carbon). Run in C(C)O (ethanol), [OH-].[NH4+] (ammonium hydroxide). Yields the product NC=1C=NC2=CC=C(C=C2C1)C (3-amino-6-methylquinolin). Yield: 64.5%. As a reaction SMILES: [CH3:1][C:2]1[CH:3]=[C:4]2[C:9](=[CH:10][CH:11]=1)[N:8]=[CH:7][C:6]([N+:12]([O-])=O)=[C:5]2O>[Pt].C(O)C.[OH-].[NH4+]>[NH2:12][C:6]1[CH:7]=[N:8][C:9]2[C:4]([CH:5]=1)=[CH:3][C:2]([CH3:1])=[CH:11][CH:10]=2 |f:3.4|. Reported procedure: Catalyst (0.10 g of 10% platinum on carbon) was added to a solution of 6-methyl-3-nitroquinolin-4-ol (1 g) in ethanol (25 mL) and ammonium hydroxide (0.5 mL). The mixture was reduced on a Parr apparatus at ambient temperature under a hydrogen atmosphere. The reaction mixture was filtered to remove the catalyst and then concentrated under vacuum. The residue was combined with water and heated. Hydrochloric acid was added dropwise until all of the solid had dissolved. Activated carbon was added to... The reactants are CN(C=1OC(C(N1)=O)C(C)C1=CNC2=CC=CC(=C12)OC)C (2-dimethylamino-5-[1-(4-methoxyindol-3-yl)ethyl]-2-oxazolin-4-one), CN (methylamine), CN (methylamine). The product is COC1=C2C(=CNC2=CC=C1)C(C)C1C(N=C(O1)NC)=O (5-[1-(4-methoxyindol-3-yl)ethyl]-2-methylamino-2-oxazolin-4-one). Yield: 67.1%. RXN SMILES: [CH3:1][N:2](C)[C:3]1[O:4][CH:5]([CH:9]([C:11]2[C:19]3[C:14](=[CH:15][CH:16]=[CH:17][C:18]=3[O:20][CH3:21])[NH:13][CH:12]=2)[CH3:10])[C:6](=[O:8])[N:7]=1.CN>>[CH3:21][O:20][C:18]1[CH:17]=[CH:16][CH:15]=[C:14]2[C:19]=1[C:11]([CH:9]([CH:5]1[O:4][C:3]([NH:2][CH3:1])=[N:7][C:6]1=[O:8])[CH3:10])=[CH:12][NH:13]2. Procedure details: 2-dimethylamino-5-[1-(4-methoxyindol-3-yl)ethyl]-2-oxazolin-4-one (50 mg) was added to methylamine (5 ml). The mixture was refluxed for 5 hours and additional methylamine (5 ml) was added. The whole was further refluxed for 2.5 hours. The-methylamine was distilled off to give a residue, which was subjected to silica gel chromatography. Elution with hexane-acetone (1:1) provided the titled compound (32 mg). Starting materials: ClCCl, CC(C)(c1ccc(F)cc1)c1cccnc1C=O, CC(=O)NCc1ccc(CNC2CCCc3cccnc32)c(CO)c1. Product: CC(=O)NCc1ccc(CN(Cc2ncccc2C(C)(C)c2ccc(F)cc2)C2CCCc3cccnc32)c(CO)c1. Reaction SMILES: [Cl:44][CH2:45][Cl:46].[F:26][c:27]1[cH:28][cH:29][c:30]([C:33]([CH3:34])([CH3:35])[c:36]2[c:37]([CH:42]=[O:43])[n:38][cH:39][cH:40][cH:41]2)[cH:31][cH:32]1.[OH:1][CH2:2][c:3]1[cH:4][c:5]([CH2:6][NH:7][C:8]([CH3:9])=[O:10])[cH:11][cH:12][c:13]1[CH2:14][NH:15][CH:16]1[CH2:17][CH2:18][CH2:19][c:20]2[cH:21][cH:22][cH:23][n:24][c:25]21>>[OH:1][CH2:2][c:3]1[cH:4][c:5]([CH2:6][NH:7][C:8]([CH3:9])=[O:10])[cH:11][cH:12][c:13]1[CH2:14][N:15]([CH:16]1[CH2:17][CH2:18][CH2:19][c:20]2[cH:21][cH:22][cH:23][n:24][c:25]21)[CH2:42][c:37]1[c:36]([C:33]([c:30]2[cH:29][cH:28][c:27]([F:26])[cH:32][cH:31]2)([CH3:34])[CH3:35])[cH:41][cH:40][cH:39][n:38]1. The reactants are FC1=C(C=CC(=C1)F)N1C=C(C(C2=CC(=C(C(=C12)F)F)F)=O)C(=O)O (1-(2,4-difluorophenyl)-6,7,8-trifluoro-1,4-dihydro-4-oxoquinoline-3-carboxylic acid), C(C)NCCC1CNCCO1 (2-(2ethylaminoethyl)morpholine). The product is FC1=C(C=CC(=C1)F)N1C=C(C(C2=CC(=C(C(=C12)F)N1CC(OCC1)CCNCC)F)=O)C(=O)O (1-(2,4-difluorophenyl)-7-[2-(2ethylaminoethyl)morpholino]-6,8-difluoro-1,4-dihydro-4-oxoquinoline-3-carboxylic acid). Reaction SMILES: [F:1][C:2]1[CH:7]=[C:6]([F:8])[CH:5]=[CH:4][C:3]=1[N:9]1[C:18]2[C:13](=[CH:14][C:15]([F:21])=[C:16](F)[C:17]=2[F:19])[C:12](=[O:22])[C:11]([C:23]([OH:25])=[O:24])=[CH:10]1.[CH2:26]([NH:28][CH2:29][CH2:30][CH:31]1[O:36][CH2:35][CH2:34][NH:33][CH2:32]1)[CH3:27]>>[F:1][C:2]1[CH:7]=[C:6]([F:8])[CH:5]=[CH:4][C:3]=1[N:9]1[C:18]2[C:13](=[CH:14][C:15]([F:21])=[C:16]([N:33]3[CH2:34][CH2:35][O:36][CH:31]([CH2:30][CH2:29][NH:28][CH2:26][CH3:27])[CH2:32]3)[C:17]=2[F:19])[C:12](=[O:22])[C:11]([C:23]([OH:25])=[O:24])=[CH:10]1. Procedure details: By the use of 1-(2,4-difluorophenyl)-6,7,8-trifluoro-1,4-dihydro-4-oxoquinoline-3-carboxylic acid and 2-(2ethylaminoethyl)morpholine, the reaction is similarly carried out as Example 26 to give 1-(2,4-difluorophenyl)-7-[2-(2ethylaminoethyl)morpholino]-6,8-difluoro-1,4-dihydro-4-oxoquinoline-3-carboxylic acid. The solvent is CO (methanol), O (H2O), O (H2O). Yields the product C(C=C)[C@@H]1[C@@H]([C@H](C=C(C1)C(=O)OC)N=[N+]=[N-])O (methyl (3S,4S,5S)-5-allyl-3-azido-4-hydroxy-1-cyclohexene-1-carboxylate). Procedure: A solution of Example 1I, sodium azide (2.8 g, 43.1 mmol) and NH4Cl (1.0 g, 18.8 mL) in methanol (30 mL) and H2O (10 mL) was refluxed for 5 hours, diluted with H2O and extracted with ethyl acetate. The combined ethyl acetate layers were dried (MgSO4), filtered, and concentrated. The concentrate was purified by flash column chromatography on silica gel using hexanes/ethyl acetate (1/1) to afford 1.4 g (67% over steps I and J) of the desired product as a colorless oil. As a reaction SMILES: [CH2:1]([C@@H:4]1[C@H:10]2[C@H:8]([O:9]2)[CH:7]=[C:6]([C:11]([O:13][CH3:14])=[O:12])[CH2:5]1)[CH:2]=[CH2:3].[N-:15]=[N+:16]=[N-:17].[Na+].[NH4+].[Cl-]>CO.O>[CH2:1]([C@H:4]1[CH2:5][C:6]([C:11]([O:13][CH3:14])=[O:12])=[CH:7][C@H:8]([N:15]=[N+:16]=[N-:17])[C@H:10]1[OH:9])[CH:2]=[CH2:3] |f:1.2,3.4|. The reactants are C(C=C)[C@H]1CC(=C[C@H]2O[C@@H]12)C(=O)OC (methyl (1R,5S,6S)-5-allyl-7-oxabicyclo[4.1.0]hept-2-ene-3-carboxylate), [N-]=[N+]=[N-].[Na+] (sodium azide), [NH4+].[Cl-] (NH4Cl).